This data is from the Open Reaction Database (ORD), a public repository of structured organic reaction records. The task is: describe an organic reaction: reactants, conditions, products, and yield Reactants: CN1CC(C(=O)OC(C)(C)C)NC1=O, ClCCl, O=C(O)C(F)(F)F. Product: CN1CC(C(=O)O)NC1=O. As a reaction SMILES: [CH3:1][N:2]1[C:3](=[O:14])[NH:4][CH:5]([C:7](=[O:8])[O:9][C:10]([CH3:11])([CH3:12])[CH3:13])[CH2:6]1.[Cl:22][CH2:23][Cl:24].[F:15][C:16]([F:17])([F:18])[C:19]([OH:20])=[O:21]>>[CH3:1][N:2]1[C:3](=[O:14])[NH:4][CH:5]([C:7](=[O:8])[OH:9])[CH2:6]1. Starting materials: N12NCCC=C2CCC1 (diazabicyclo[4.3.0]non-5-ene), C(=C)C(=O)C (methyl vinyl ketone), ice water, C(C)(=O)OCCC1C(C2=C(C(=C(C=C2C1)OCC(=O)OC)Cl)Cl)=O (Methyl {[2-(2-acetoxyethyl)-6,7-dichloro-2,3-dihydro-1-oxo-1H-inden-5-yl]oxy}acetate), C(=C)C(=O)C (methyl vinyl ketone), C(C)(=O)O (acetic acid). Reagents/catalysts: N12NCCC=C2CCC1 (diazabicyclo[4.3.0]non-5-ene). The solvent is C(C)(=O)OCC (ethyl acetate), O1CCCC1 (tetrahydrofuran). Run at temperature 40 celsius, time 140 minute. Product: C(C)(=O)OCCC1(C(C2=C(C(=C(C=C2C1)OCC(=O)OC)Cl)Cl)=O)CCC(C)=O (Methyl {[2-(2-Acetoxyethyl)-6,7-dichloro-2,3-dihydro-1-oxo-2-(3-oxobutyl)-1H-inden-5-yl]oxy}acetate). Reaction SMILES: [C:1]([O:4][CH2:5][CH2:6][CH:7]1[CH2:15][C:14]2[C:9](=[C:10]([Cl:23])[C:11]([Cl:22])=[C:12]([O:16][CH2:17][C:18]([O:20][CH3:21])=[O:19])[CH:13]=2)[C:8]1=[O:24])(=[O:3])[CH3:2].N12CCCC1=CCCN2.[CH:34]([C:36]([CH3:38])=[O:37])=[CH2:35].C(O)(=O)C>O1CCCC1.N12CCCC1=CCCN2.C(OCC)(=O)C>[C:1]([O:4][CH2:5][CH2:6][C:7]1([CH2:35][CH2:34][C:36](=[O:37])[CH3:38])[CH2:15][C:14]2[C:9](=[C:10]([Cl:23])[C:11]([Cl:22])=[C:12]([O:16][CH2:17][C:18]([O:20][CH3:21])=[O:19])[CH:13]=2)[C:8]1=[O:24])(=[O:3])[CH3:2]. Reported procedure: Methyl {[2-(2-acetoxyethyl)-6,7-dichloro-2,3-dihydro-1-oxo-1H-inden-5-yl]oxy}acetate (3.2 gm, 0.00853 mole) was dissolved in tetrahydrofuran (30 ml), stirred and heated to 40° C. Then diazabicyclo[4.3.0]non-5-ene (50 microliters) was added followed by methyl vinyl ketone (1.2 gm, 0.0170 mole). The mixture was stirred and heated at 50°-52° C. for 100 minutes, then more diazabicyclo[4.3.0]non-5-ene (2 drops) and methyl vinyl ketone (0.6 ml) were added and stirring and heating continued for another... Reactants: [Br-], CC#C[Mg+], CO, CC12CC(=CF)C3C4CCCC=C4CCC3C1CCC2=O, O, O. Product: CC#CC1(O)CCC2C3CCC4=CCCCC4C3C(=CF)CC21C. RXN SMILES: [Br-:22].[C:23](#[C:24][CH3:25])[Mg+:26].[CH3:29][OH:30].[F:1][CH:2]=[C:3]1[CH:4]2[CH:5]3[CH2:6][CH2:7][CH2:8][CH:9]=[C:10]3[CH2:11][CH2:12][CH:13]2[CH:14]2[CH2:15][CH2:16][C:17](=[O:21])[C:18]2([CH3:19])[CH2:20]1.[OH2:27].[OH2:28]>>[F:1][CH:2]=[C:3]1[CH:4]2[CH:5]3[CH2:6][CH2:7][CH2:8][CH:9]=[C:10]3[CH2:11][CH2:12][CH:13]2[CH:14]2[CH2:15][CH2:16][C:17]([OH:21])([C:23]#[C:24][CH3:25])[C:18]2([CH3:19])[CH2:20]1. Starting materials: Brc1ccc(Br)cc1, [Li]CCCC, CC(C)CC(CO)N=Cc1ccc(F)cc1F. Yields the product CC(C)CC(CO)NC(c1ccc(Br)cc1)c1ccc(F)cc1F. Reaction SMILES: [Br:1][c:2]1[cH:3][cH:4][c:5]([Br:6])[cH:7][cH:8]1.[CH3:9][CH2:10][CH2:11][CH2:12][Li:13].[F:14][c:15]1[c:16]([CH:17]=[N:18][CH:19]([CH2:20][OH:21])[CH2:22][CH:23]([CH3:24])[CH3:25])[cH:26][cH:27][c:28]([F:30])[cH:29]1>>[c:2]1([CH:17]([c:16]2[c:15]([F:14])[cH:29][c:28]([F:30])[cH:27][cH:26]2)[NH:18][CH:19]([CH2:20][OH:21])[CH2:22][CH:23]([CH3:24])[CH3:25])[cH:3][cH:4][c:5]([Br:6])[cH:7][cH:8]1. The reactants are NC1CCCN2c3cc(Cl)ccc3Oc3ccccc3C12, O=C1OC(=O)C(F)(F)C1(F)F, C1COCCO1. The product is O=C(O)C(F)(F)C(F)(F)C(=O)NC1CCCN2c3cc(Cl)ccc3Oc3ccccc3C12. RXN SMILES: [Cl:12][c:13]1[cH:14][c:15]2[c:16]([cH:31][cH:32]1)[O:17][c:18]1[c:19]([cH:27][cH:28][cH:29][cH:30]1)[CH:20]1[N:21]2[CH2:22][CH2:23][CH2:24][CH:25]1[NH2:26].[F:1][C:2]1([F:11])[C:3]([F:9])([F:10])[C:4](=[O:5])[O:6][C:7]1=[O:8].[O:33]1[CH2:34][CH2:35][O:36][CH2:37][CH2:38]1>>[F:1][C:2]([C:3]([C:4](=[O:5])[OH:6])([F:9])[F:10])([C:7](=[O:8])[NH:26][CH:25]1[CH:20]2[c:19]3[c:18]([cH:30][cH:29][cH:28][cH:27]3)[O:17][c:16]3[c:15]([cH:14][c:13]([Cl:12])[cH:32][cH:31]3)[N:21]2[CH2:22][CH2:23][CH2:24]1)[F:11]. The reactants are O=C(c1ccccc1)N1CCC(CO)CC1, ClC(Cl)Cl, ClP(Cl)(Cl)(Cl)Cl, O. The product is O=C(c1ccccc1)N1CCC(CCl)CC1. RXN SMILES: [C:1]([c:2]1[cH:3][cH:4][cH:5][cH:6][cH:7]1)(=[O:8])[N:9]1[CH2:10][CH2:11][CH:12]([CH2:15][OH:16])[CH2:13][CH2:14]1.[CH:24]([Cl:25])([Cl:26])[Cl:27].[Cl:17][P:18]([Cl:19])([Cl:20])([Cl:21])[Cl:22].[OH2:23]>>[C:1]([c:2]1[cH:3][cH:4][cH:5][cH:6][cH:7]1)(=[O:8])[N:9]1[CH2:10][CH2:11][CH:12]([CH2:15][Cl:17])[CH2:13][CH2:14]1.